describe an organic reaction: reactants, conditions, products, and yield From a dataset of the Open Reaction Database (ORD), a public repository of structured organic reaction records. Starting materials: CCO, CCC(=O)NC1CC(n2cnc3c(NCC(c4ccccc4)c4ccccc4)nc(N4CCC(Nc5nc(Cl)nc6c5ncn6C5CC(NC(=O)CC)C(O)C5O)C4)nc32)C(O)C1O, O=C(Nc1cccnc1)NC1CCNC1. Product: CCC(=O)NC1CC(n2cnc3c(NCC(c4ccccc4)c4ccccc4)nc(N4CCC(Nc5nc(N6CCC(NC(=O)Nc7cccnc7)C6)nc6c5ncn6C5CC(NC(=O)CC)C(O)C5O)C4)nc32)C(O)C1O. As a reaction SMILES: [CH3:80][CH2:81][OH:82].[Cl:1][c:2]1[n:3][c:4]([NH:23][CH:24]2[CH2:25][N:26]([c:29]3[n:30][c:31]([NH:50][CH2:51][CH:52]([c:53]4[cH:54][cH:55][cH:56][cH:57][cH:58]4)[c:59]4[cH:60][cH:61][cH:62][cH:63][cH:64]4)[c:32]4[n:33][cH:34][n:35]([CH:38]5[CH:39]([OH:49])[CH:40]([OH:48])[CH:41]([NH:43][C:44]([CH2:45][CH3:46])=[O:47])[CH2:42]5)[c:36]4[n:37]3)[CH2:27][CH2:28]2)[c:5]2[n:6][cH:7][n:8]([CH:11]3[CH:12]([OH:22])[CH:13]([OH:21])[CH:14]([NH:16][C:17]([CH2:18][CH3:19])=[O:20])[CH2:15]3)[c:9]2[n:10]1.[n:65]1[cH:66][c:67]([NH:71][C:72](=[O:73])[NH:74][CH:75]2[CH2:76][NH:77][CH2:78][CH2:79]2)[cH:68][cH:69][cH:70]1>>[c:2]1([N:77]2[CH2:76][CH:75]([NH:74][C:72]([NH:71][c:67]3[cH:66][n:65][cH:70][cH:69][cH:68]3)=[O:73])[CH2:79][CH2:78]2)[n:3][c:4]([NH:23][CH:24]2[CH2:25][N:26]([c:29]3[n:30][c:31]([NH:50][CH2:51][CH:52]([c:53]4[cH:54][cH:55][cH:56][cH:57][cH:58]4)[c:59]4[cH:60][cH:61][cH:62][cH:63][cH:64]4)[c:32]4[n:33][cH:34][n:35]([CH:38]5[CH:39]([OH:49])[CH:40]([OH:48])[CH:41]([NH:43][C:44]([CH2:45][CH3:46])=[O:47])[CH2:42]5)[c:36]4[n:37]3)[CH2:27][CH2:28]2)[c:5]2[n:6][cH:7][n:8]([CH:11]3[CH:12]([OH:22])[CH:13]([OH:21])[CH:14]([NH:16][C:17]([CH2:18][CH3:19])=[O:20])[CH2:15]3)[c:9]2[n:10]1.